Dataset: the Open Reaction Database (ORD), a public repository of structured organic reaction records. Task: describe an organic reaction: reactants, conditions, products, and yield Starting materials: C(C)(=O)NC1=CC=C(C=C1)SCCCCl (3-(p-acetamidophenylthio)propyl chloride), ClC1=CC(=CC=C1)C(=O)OO (m-chloroperbenzoic acid). Solvent: C(Cl)Cl (methylene chloride). Conditions: time 8 hour. The product is C(C)(=O)NC1=CC=C(C=C1)S(=O)CCCCl (3-(p-acetamidophenylsulfinyl)propylchloride). Reaction SMILES: [C:1]([NH:4][C:5]1[CH:10]=[CH:9][C:8]([S:11][CH2:12][CH2:13][CH2:14][Cl:15])=[CH:7][CH:6]=1)(=[O:3])[CH3:2].ClC1C=CC=C(C(OO)=[O:24])C=1>C(Cl)Cl>[C:1]([NH:4][C:5]1[CH:10]=[CH:9][C:8]([S:11]([CH2:12][CH2:13][CH2:14][Cl:15])=[O:24])=[CH:7][CH:6]=1)(=[O:3])[CH3:2]. Procedure details: A solution of 1.22 g (0.005 mole) of 3-(p-acetamidophenylthio)propyl chloride in 25 ml of methylene chloride is cooled in an ice bath while 0.88 g (0.005 mole) of m-chloroperbenzoic acid is added in portions. After keeping at room temperature overnight the reaction mixture is washed with excess 0.5 N sodium hydroxide, dried, and concentrated to a light brown oil. By triturating with ether, 1.06 g of 3-(p-acetamidophenylsulfinyl)propyl chloride are obtained. Anal. Calcd for C11H14ClNO2S: C, 50.86... Product: CC=1C=C(C(=NC1C)C=1C=NC=CC1)OC1=CC=NC2=CC(=C(C=C12)OC)O (4-(5,6-Dimethyl-[2,3′]bipyridin-3-yloxy)-6-methoxy-quinolin-7-ol). As a reaction SMILES: C([O:8][C:9]1[CH:18]=[C:17]2[C:12]([C:13]([O:19][C:20]3[C:21]([C:28]4[CH:29]=[N:30][CH:31]=[CH:32][CH:33]=4)=[N:22][C:23]([CH3:27])=[C:24]([CH3:26])[CH:25]=3)=[CH:14][CH:15]=[N:16]2)=[CH:11][C:10]=1[O:34][CH3:35])C1C=CC=CC=1.CS(O)(=O)=O>FC(F)(F)C(O)=O>[CH3:26][C:24]1[CH:25]=[C:20]([O:19][C:13]2[C:12]3[C:17](=[CH:18][C:9]([OH:8])=[C:10]([O:34][CH3:35])[CH:11]=3)[N:16]=[CH:15][CH:14]=2)[C:21]([C:28]2[CH:29]=[N:30][CH:31]=[CH:32][CH:33]=2)=[N:22][C:23]=1[CH3:27]. Run in FC(C(=O)O)(F)F (trifluoroacetic acid). Isolated yield 120.0%. Reactants: C(C1=CC=CC=C1)OC1=C(C=C2C(=CC=NC2=C1)OC=1C(=NC(=C(C1)C)C)C=1C=NC=CC1)OC (3-(7-Benzyloxy-6-methoxy-quinolin-4-yloxy)-5,6-dimethyl-[2,3′]bipyridine), C(C1=CC=CC=C1)OC1=C(C=C2C(=CC=NC2=C1)OC=1C(=NC(=C(C1)C)C)C=1C=NC=CC1)OC (3-(7-Benzyloxy-6-methoxy-quinolin-4-yloxy)-5,6-dimethyl-[2,3′]bipyridine), CS(=O)(=O)O (Methanesulfonic acid). Run at temperature 70 celsius, time 1.5 hour. Procedure details: 3-(7-Benzyloxy-6-methoxy-quinolin-4-yloxy)-5,6-dimethyl-[2,3′]bipyridine (compound 344) (804 mg) was dissolved in trifluoroacetic acid (8 ml) to prepare a solution. Methanesulfonic acid (0.8 ml) was added to the solution, and the mixture was stirred at 70° C. for 1.5 hr. The reaction solution was cooled to room temperature, and the solvent was removed by distillation under the reduced pressure. An aqueous sodium hydrogencarbonate solution was then added to the residue, and the mixture was extrac... The reactants are FC1=C(C=CC=C1)C1=CC=C(C=C1)C(C)S(=O)CC(=O)O ([1-(2'-fluoro-4-biphenylyl)-ethylsulfinyl]-acetic acid), 730, [OH-].[K+] (potassium hydroxide), C(Cl)(Cl)Cl (chloroform), CI (methyl iodide). Reagents/catalysts: [I-].C(CCC)[N+](CCCC)(CCCC)CCCC (tetrabutylammonium iodide). The solvent is O (water). Conditions: time 10 hour. The product is COC(CS(=O)C(C)C1=CC=C(C=C1)C1=C(C=CC=C1)F)=O ([1-(2'-Fluoro-4-biphenylyl)-ethylsulfinyl]-acetic acid methyl ester). As a reaction SMILES: [F:1][C:2]1[CH:7]=[CH:6][CH:5]=[CH:4][C:3]=1[C:8]1[CH:13]=[CH:12][C:11]([CH:14]([S:16]([CH2:18][C:19]([OH:21])=[O:20])=[O:17])[CH3:15])=[CH:10][CH:9]=1.[OH-].[K+].[CH:24](Cl)(Cl)Cl.CI>[I-].C([N+](CCCC)(CCCC)CCCC)CCC.O>[CH3:24][O:20][C:19](=[O:21])[CH2:18][S:16]([CH:14]([C:11]1[CH:12]=[CH:13][C:8]([C:3]2[CH:4]=[CH:5][CH:6]=[CH:7][C:2]=2[F:1])=[CH:9][CH:10]=1)[CH3:15])=[O:17] |f:1.2,5.6|. Procedure details: 1.1 gm (3 millimols) of tetrabutylammonium iodide and 3.06 gm (10 millimols) of [1-(2'-fluoro-4-biphenylyl)-ethylsulfinyl]-acetic acid (m.p. 164°-165° C.) were added to a solution of 730 mgm (13 millimols) of potassium hydroxide in 20 ml of water, then 20 ml of chloroform and 2 ml of methyl iodide were added, and the mixture was stirred at room temperature for 10 hours. Afterwards, the organic phase was separated from the neutral aqueous phase, washed with dilute hydrochloric acid and then with ... The reactants are COc2ccc1cc(C4CC4)ccc1c2 (substrate), Cc1ccc([Mg]Br)cc1 (effective_coupling_partner). The reagents and catalysts are ItBu. Reaction conditions: temperature 60 celsius, time 24 hour. The product is Cc3ccc(c2ccc1cc(C4CC4)ccc1c2)cc3. The reactants are C1CCOC1 (THF), BrC=1C=CC(=NC1)C (5-bromo-2-methyl-pyridine), CC1=NC=C(C=C1)C#C[Si](C)(C)C (2-methyl-5-trimethylsilanylethynyl-pyridine), C([O-])([O-])=O.[K+].[K+] (potassium carbonate). Solvent: O (Water), C(C)O (ethanol). Conditions: time 30 minute. Yields the product C(#C)C=1C=CC(=NC1)C (5-Ethynyl-2-methyl-pyridine). RXN SMILES: C1COCC1.BrC1C=CC(C)=NC=1.[CH3:14][C:15]1[CH:20]=[CH:19][C:18]([C:21]#[C:22][Si](C)(C)C)=[CH:17][N:16]=1.C(=O)([O-])[O-].[K+].[K+]>O.C(O)C>[C:21]([C:18]1[CH:19]=[CH:20][C:15]([CH3:14])=[N:16][CH:17]=1)#[CH:22] |f:3.4.5|. Procedure: To a NMP solution (20 mL) of 5-bromo-2-methyl-pyridine (1.0 g) were added trimethylsilylacetylene (1.2 mL), tetrakis(triphenylphosphine)palladium(0) (130 mg), copper(I) iodide (44 mg), and N,N-diisopropylethylamine (2.0 mL), which was stirred under a nitrogen atmosphere for 2 hours at 65° C. Water was added at room temperature to the reaction mixture, which was then extracted with ethyl acetate. The organic layer was washed with water and saturated brine, dried over anhydrous magnesium sulfate a... The reactants are CCOC(=O)C(=O)c1cc(Cl)sc1Cl, Cl, [Na+], [OH-], O. Yields the product O=C(O)C(=O)c1cc(Cl)sc1Cl. As a reaction SMILES: [CH2:1]([CH3:2])[O:3][C:4]([C:5](=[O:6])[c:7]1[c:8]([Cl:13])[s:9][c:10]([Cl:12])[cH:11]1)=[O:14].[ClH:17].[Na+:16].[OH-:15].[OH2:18]>>[O:3]=[C:4]([C:5](=[O:6])[c:7]1[c:8]([Cl:13])[s:9][c:10]([Cl:12])[cH:11]1)[OH:14].